From a dataset of the Open Reaction Database (ORD), a public repository of structured organic reaction records. describe an organic reaction: reactants, conditions, products, and yield Starting materials: OC(CC[C@H]1[C@H](CN(CC1)CC#CC1=CSC=C1)C(=O)[O-])C1=CC=NC2=CC=C(C=C12)OC ((3R,4R)-4-[3-(R,S)-hydroxy-3-(6-methoxyquinolin-4-yl)propyl]-1-[3-(thien-3-yl)prop-2-ynyl]piperidine-3-carboxylate), [OH-].[Na+] (sodium hydroxide). Solvent: O1CCOCC1 (dioxane). Reaction conditions: temperature 20 celsius, time 30 minute. The product is OC(CC[C@H]1[C@H](CN(CC1)CC#CC1=CSC=C1)C(=O)O)C1=CC=NC2=CC=C(C=C12)OC ((3R,4R)-4-[3-(R,S)-hydroxy-3-(6-methoxyquinolin-4-yl)propyl]-1-[3-(thien-3-yl)prop-2-ynyl]piperidine-3-carboxylic acid). As a reaction SMILES: [OH:1][CH:2]([C:22]1[C:31]2[C:26](=[CH:27][CH:28]=[C:29]([O:32][CH3:33])[CH:30]=2)[N:25]=[CH:24][CH:23]=1)[CH2:3][CH2:4][C@@H:5]1[CH2:10][CH2:9][N:8]([CH2:11][C:12]#[C:13][C:14]2[CH:18]=[CH:17][S:16][CH:15]=2)[CH2:7][C@@H:6]1[C:19]([O-:21])=[O:20].[OH-].[Na+]>O1CCOCC1>[OH:1][CH:2]([C:22]1[C:31]2[C:26](=[CH:27][CH:28]=[C:29]([O:32][CH3:33])[CH:30]=2)[N:25]=[CH:24][CH:23]=1)[CH2:3][CH2:4][C@@H:5]1[CH2:10][CH2:9][N:8]([CH2:11][C:12]#[C:13][C:14]2[CH:18]=[CH:17][S:16][CH:15]=2)[CH2:7][C@@H:6]1[C:19]([OH:21])=[O:20] |f:1.2|. Procedure: A solution of 0.73 g of methyl. (3R,4R)-4-[3-(R,S)-hydroxy-3-(6-methoxyquinolin-4-yl)propyl]-1-[3-(thien-3-yl)prop-2-ynyl]piperidine-3-carboxylate, 7.6 cm3 of dioxane, and 1.22 cm3 of 5N aqueous sodium hydroxide solution was heated at a temperature in the region of 60° C. with stirring for 3 hours 30 minutes. After cooling to a temperature in the region of 20° C., the reaction mixture was concentrated under reduced pressure (5 kPa) at a temperature in the region of 40° C. The residue obtained wa... RXN SMILES: [C:1]([O:7][CH2:8][CH2:9][C:10]#[N:11])(=[O:6])[CH2:2][C:3]([CH3:5])=[O:4].[Cl:12][C:13]1[CH:14]=[C:15]([CH:18]=[CH:19][CH:20]=1)[CH:16]=O.C(O)(=O)C.N1CCCCC1>CC(O)C>[C:3]([C:2](=[CH:16][C:15]1[CH:18]=[CH:19][CH:20]=[C:13]([Cl:12])[CH:14]=1)[C:1]([O:7][CH2:8][CH2:9][C:10]#[N:11])=[O:6])(=[O:4])[CH3:5]. Procedure details: 1.00 g (6.45 mmol) of 2-cyanoethyl acetoacetate and 730 μl (6.44 mmol) of 3-chlorobenzaldehyde were stirred in the presence of a catalytic amount of acetic acid and piperidine in 100 ml of 2-propanol at room temperature overnight. The solvent was evaporated under reduced pressure to obtain the title compound. Yields the product C(C)(=O)C(C(=O)OCCC#N)=CC1=CC(=CC=C1)Cl (2-cyanoethyl 2-acetyl-3-(3-chlorophenyl)acrylate). The reactants are C(CC(=O)C)(=O)OCCC#N (2-cyanoethyl acetoacetate), ClC=1C=C(C=O)C=CC1 (3-chlorobenzaldehyde), C(C)(=O)O (acetic acid), N1CCCCC1 (piperidine). Run in CC(C)O (2-propanol). Product: CNS(=O)(=O)OCCOc1ccc(Cl)cc1. As a reaction SMILES: [CH2:31]([Cl:32])[Cl:33].[CH3:1][NH:2][S:3](=[O:4])(=[O:5])[Cl:6].[CH:24]([O:25][CH:26]([CH3:27])[CH3:28])([CH3:29])[CH3:30].[Cl:7][c:8]1[cH:9][cH:10][c:11]([O:12][CH2:13][CH2:14][OH:15])[cH:16][cH:17]1.[cH:18]1[cH:19][cH:20][n:21][cH:22][cH:23]1>>[CH3:1][NH:2][S:3](=[O:4])(=[O:5])[O:15][CH2:14][CH2:13][O:12][c:11]1[cH:10][cH:9][c:8]([Cl:7])[cH:17][cH:16]1. Starting materials: ClCCl, CNS(=O)(=O)Cl, CC(C)OC(C)C, OCCOc1ccc(Cl)cc1, c1ccncc1. Reactants: Br[Mg]c1ccccc1, O=Cc1ccccc1. Reaction SMILES: [Br:9][Mg:10][c:11]1[cH:12][cH:13][cH:14][cH:15][cH:16]1.[CH:1](=[O:2])[c:3]1[cH:4][cH:5][cH:6][cH:7][cH:8]1>>[CH:1]([OH:2])([c:3]1[cH:4][cH:5][cH:6][cH:7][cH:8]1)[c:11]1[cH:12][cH:13][cH:14][cH:15][cH:16]1. Product: OC(c1ccccc1)c1ccccc1. Starting materials: ice, COC=1C=C(C=CC1)N1C=NC2=C1C=CC(=C2)C(F)(F)F (1-(3-methoxyphenyl)-5-trifluoromethylbenzimidazole), B(Br)(Br)Br (boron tribromide), solution. Solvent: C(Cl)Cl (methylene chloride), C(Cl)Cl (methylene chloride). Reaction conditions: time 2 day. The product is OC=1C=C(C=CC1)N1C=NC2=C1C=CC(=C2)C(F)(F)F (1-(3-Hydroxyphenyl)-5-trifluoromethylbenzimidazole). Reaction SMILES: C[O:2][C:3]1[CH:4]=[C:5]([N:9]2[C:13]3[CH:14]=[CH:15][C:16]([C:18]([F:21])([F:20])[F:19])=[CH:17][C:12]=3[N:11]=[CH:10]2)[CH:6]=[CH:7][CH:8]=1.B(Br)(Br)Br>C(Cl)Cl>[OH:2][C:3]1[CH:4]=[C:5]([N:9]2[C:13]3[CH:14]=[CH:15][C:16]([C:18]([F:21])([F:20])[F:19])=[CH:17][C:12]=3[N:11]=[CH:10]2)[CH:6]=[CH:7][CH:8]=1. Procedure: To an ice cooled solution of 1-(3-methoxyphenyl)-5-trifluoromethylbenzimidazole (79a)(0.50 g, 1.71 mmol) under nitrogen in dry methylene chloride (20 ml) was added boron tribromide (2.6 ml of an 1M solution in methylene chloride). The ice bath was removed and the reaction mixture was stirred for two days at room temperature, Dilution with water and extractive workup with ether was followed by chromatography. Yield: 0.29 g, 1.04 mmol, 61%. mp 168°-170° C. Starting materials: COC(=O)C=1C=C2C(=C(NC2=CC1)C#N)C1=CC=CC=C1 (2-cyano-3-phenylindole-5-carboxylic acid methyl ester), C(#N)C1(N=C2C=CC=CC2=C1C1=CC=CC=C1)C(=O)O (2-cyano-3-phenylindole-2-carboxylic acid), Cl (hydrochloric acid), COC(=O)C=1C=C2C(=C(NC2=CC1)C#N)C1=CC=CC=C1 (2-cyano-3-phenylindole-5-carboxylic acid methyl ester). Solvent: C(C)O (ethanol). Conditions: time 11 day. The product is C(#N)C=1NC2=CC=C(C=C2C1C1=CC=CC=C1)C(=O)O (2-Cyano-3-phenylindole-5-carboxylic acid). RXN SMILES: C[O:2][C:3]([C:5]1[CH:6]=[C:7]2[C:11](=[CH:12][CH:13]=1)[NH:10][C:9]([C:14]#[N:15])=[C:8]2[C:16]1[CH:21]=[CH:20][CH:19]=[CH:18][CH:17]=1)=[O:4].Cl.C(C1(C(O)=O)C(C2C=CC=CC=2)=C2C(C=CC=C2)=N1)#N>C(O)C>[C:14]([C:9]1[NH:10][C:11]2[C:7]([C:8]=1[C:16]1[CH:21]=[CH:20][CH:19]=[CH:18][CH:17]=1)=[CH:6][C:5]([C:3]([OH:4])=[O:2])=[CH:13][CH:12]=2)#[N:15]. Reported procedure: A suspension of 1.50 g. (5.4 mmol) of 2-cyano-3-phenylindole-5-carboxylic acid methyl ester in 50 ml. of 6 N hydrochloric acid was heated under reflux, enough ethanol (~ 100 ml.) was added to effect solution, and heating was continued for 11 days. The reaction was concentrated to a small volume under vacuum, diluted with water and made basic with sodium hydroxide. Filtration gave 840 mg. of recovered 2-cyano-3-phenylindole-5-carboxylic acid methyl ester. The basic solution was acidified, the amo... Yields the product OC1C(N(CC1)CC(=O)N)=O ((R/S)-2-(3-hydroxy-2-oxo-1-pyrrolidinyl)acetamide). Reported procedure: Ethyl of (R/S)-2-(3-trimethylsilyloxy-2-oxo-1-pyrrolidinyl)acetate is obtained analogously to the process in accordance with paragraph (a) of Example 1. After treatment with 25% ammonium hydroxide solution and acidic hydrolysis of the (R/S)-2-(3-trimethylsilyloxy-2-oxo-1-pyrrolidinyl)acetamide, there is obtained crude (R/S)-2-(3-hydroxy-2-oxo-1-pyrrolidinyl)acetamide. After chromatography on silica gel (granular size 0.2-0.5 mm) and elution with acetonitrile/methanol (1:1) (R/S)-2-(3-hydroxy-2-o... Reactants: [OH-].[NH4+] (ammonium hydroxide), C[Si](OC1C(N(CC1)CC(=O)N)=O)(C)C ((R/S)-2-(3-trimethylsilyloxy-2-oxo-1-pyrrolidinyl)acetamide). Reaction SMILES: [OH-].[NH4+].C[Si](C)(C)[O:5][CH:6]1[CH2:10][CH2:9][N:8]([CH2:11][C:12]([NH2:14])=[O:13])[C:7]1=[O:15]>>[OH:5][CH:6]1[CH2:10][CH2:9][N:8]([CH2:11][C:12]([NH2:14])=[O:13])[C:7]1=[O:15] |f:0.1|. Starting materials: C1CC(=O)N(C1=O)Br (NBS), C1(=CC=CC=C1)OC (anisole), C1CC(=O)N(C1=O)Br (NBS). Reagents/catalysts: [Cl-].[Cl-].[Cl-].[Cl-].[Zr+4] (ZrCl4). Yields the product BrC1=CC=C(C=C1)OC (p-bromoanisole). The yield is 98.0%. Reaction SMILES: C1C(=O)N([Br:8])C(=O)C1.[C:9]1([O:15][CH3:16])[CH:14]=[CH:13][CH:12]=[CH:11][CH:10]=1>[Cl-].[Cl-].[Cl-].[Cl-].[Zr+4]>[Br:8][C:12]1[CH:13]=[CH:14][C:9]([O:15][CH3:16])=[CH:10][CH:11]=1 |f:2.3.4.5.6|. Reported procedure: Bromination using NBS has been found to be applicable for use with a wide range of aromatic starting materials or substrates, as is summarized in Table 1. For example, anisole can be brominated by use of 1 equivalent of NBS in the presence of 5 mol % of ZrCl4 at −78° C. to afford p-bromoanisole in 98% yield as sole product (Table 1, Entry 1). However, in the absence of ZrCl4 the halogenation does not proceed, even at room temperature (Table 1, Entry 1). Reactants: CN(C(=O)N1CCNCC1)C (piperazine-1-carboxylic acid dimethylamide), C(CCl)Cl (EDC), OC1=CC=C(C=C1)C=1C=C(C2=C(N1)N(N=C2\C=C\C2=CC=CC=C2)C2OCCCC2)C(=O)O (6-(4-Hydroxy-phenyl)-3-((E)-styryl)-1-(tetrahydro-pyran-2-yl)-1H-pyrazolo[3,4-b]pyridine-4-carboxylic acid), CN1CCOCC1 (N-methyl morpholine), ON1N=NC2=C1C=CC=C2 (1-hydroxybenzotriazole). Reagents/catalysts: CN(C1=CC=NC=C1)C (4-dimethylaminopyridine). Solvent: C1CCOC1 (THF), CN(C)C=O (DMF), C1CCOC1 (THF). Run at temperature 50 celsius, time 8 hour. Yields the product CN(C(=O)N1CCN(CC1)C(=O)C=1C2=C(N=C(C1)C1=CC=C(C=C1)O)N(N=C2\C=C\C2=CC=CC=C2)C2OCCCC2)C (4-[6-(4-Hydroxy-phenyl)-3-((E)-styryl)-1-(tetrahydro-pyran-2-yl)-1H-pyrazolo[3,4-b]pyridine-4-carbonyl]-piperazine-1-carboxylic acid dimethylamide). RXN SMILES: [CH3:1][N:2]([CH3:11])[C:3]([N:5]1[CH2:10][CH2:9][NH:8][CH2:7][CH2:6]1)=[O:4].[OH:12][C:13]1[CH:18]=[CH:17][C:16]([C:19]2[CH:20]=[C:21]([C:42](O)=[O:43])[C:22]3[C:27](/[CH:28]=[CH:29]/[C:30]4[CH:35]=[CH:34][CH:33]=[CH:32][CH:31]=4)=[N:26][N:25]([CH:36]4[CH2:41][CH2:40][CH2:39][CH2:38][O:37]4)[C:23]=3[N:24]=2)=[CH:15][CH:14]=1.CN1CCOCC1.ON1C2C=CC=CC=2N=N1.C(Cl)CCl>C1COCC1.CN(C)C1C=CN=CC=1.CN(C=O)C>[CH3:1][N:2]([CH3:11])[C:3]([N:5]1[CH2:6][CH2:7][N:8]([C:42]([C:21]2[C:22]3[C:27](/[CH:28]=[CH:29]/[C:30]4[CH:35]=[CH:34][CH:33]=[CH:32][CH:31]=4)=[N:26][N:25]([CH:36]4[CH2:41][CH2:40][CH2:39][CH2:38][O:37]4)[C:23]=3[N:24]=[C:19]([C:16]3[CH:17]=[CH:18][C:13]([OH:12])=[CH:14][CH:15]=3)[CH:20]=2)=[O:43])[CH2:9][CH2:10]1)=[O:4]. Procedure: 0.24 mmol of piperazine-1-carboxylic acid dimethylamide were weighted into a reaction tube and dissolved/suspended in 1 ml THF. 1 ml of a DMF stock solution containing 0.24 mmol of 6-(4-Hydroxy-phenyl)-3-((E)-styryl)-1-(tetrahydro-pyran-2-yl)-1H-pyrazolo[3,4-b]pyridine-4-carboxylic acid, 1 mmol N-methyl morpholine, 0.01 mmol 4-dimethylaminopyridine, and 0.3 mmol 1-hydroxybenzotriazole were added, followed by 0.3 mmol EDC. The tube was closed and shaken at 50° C. overnight. The THF was left to ev...